This data is from the Open Reaction Database (ORD), a public repository of structured organic reaction records. The task is: describe an organic reaction: reactants, conditions, products, and yield Reactants: COC(=O)c1ccc(-c2cccc(S(C)(=O)=O)c2)cc1, CO, [Na+], C1CCOC1, [OH-]. The product is CS(=O)(=O)c1cccc(-c2ccc(C(=O)O)cc2)c1. As a reaction SMILES: [CH3:1][O:2][C:3](=[O:4])[c:5]1[cH:6][cH:7][c:8](-[c:11]2[cH:12][c:13]([S:17](=[O:18])(=[O:19])[CH3:20])[cH:14][cH:15][cH:16]2)[cH:9][cH:10]1.[CH3:28][OH:29].[Na+:22].[O:23]1[CH2:24][CH2:25][CH2:26][CH2:27]1.[OH-:21]>>[O:2]=[C:3]([OH:4])[c:5]1[cH:6][cH:7][c:8](-[c:11]2[cH:12][c:13]([S:17](=[O:18])(=[O:19])[CH3:20])[cH:14][cH:15][cH:16]2)[cH:9][cH:10]1. The reactants are COC(=O)c1nn(-c2ccc(Cl)cc2)c2cccc(Cl)c2c1=O, Cl, C1COCCO1, O. Product: O=C(O)c1nn(-c2ccc(Cl)cc2)c2cccc(Cl)c2c1=O. RXN SMILES: [Cl:1][c:2]1[cH:3][cH:4][c:5](-[n:8]2[n:9][c:10]([C:20](=[O:21])[O:22][CH3:23])[c:11](=[O:19])[c:12]3[c:13]([Cl:18])[cH:14][cH:15][cH:16][c:17]23)[cH:6][cH:7]1.[ClH:24].[O:26]1[CH2:27][CH2:28][O:29][CH2:30][CH2:31]1.[OH2:25]>>[Cl:1][c:2]1[cH:3][cH:4][c:5](-[n:8]2[n:9][c:10]([C:20](=[O:21])[OH:22])[c:11](=[O:19])[c:12]3[c:13]([Cl:18])[cH:14][cH:15][cH:16][c:17]23)[cH:6][cH:7]1. Starting materials: N#CC(N)=C(C#N)NC(C#N)c1ccccc1, CCO. Yields the product N#CC1=C(C#N)NC(c2ccccc2)C(O)=N1. RXN SMILES: [C:1](#[N:2])[CH:3]([c:4]1[cH:5][cH:6][cH:7][cH:8][cH:9]1)[NH:10][C:11]([C:12]#[N:13])=[C:14]([C:15]#[N:16])[NH2:17].[CH3:18][CH2:19][OH:20]>>[C:1]1([OH:20])=[N:17][C:14]([C:15]#[N:16])=[C:11]([C:12]#[N:13])[NH:10][CH:3]1[c:4]1[cH:5][cH:6][cH:7][cH:8][cH:9]1. Starting materials: [C@@H]12[C@@H](CC=CC1)C(=O)OC2=O (Cis-4-cyclohexene-1,2-dicarboxylic anhydride), NC1=CC=CC=C1 (aniline). The solvent is COCCOC (1,2-dimethoxyethane). Run at time 8 hour. Product: C1(=CC=CC=C1)NC(C=1C(C(=O)O)=CC=CC1)=O (N-phenylphthalamic acid). Reaction SMILES: [C@@H:1]12[C:10](=[O:11])[O:9][C:7](=[O:8])[C@@H:2]1[CH2:3][CH:4]=[CH:5][CH2:6]2.[NH2:12][C:13]1[CH:18]=[CH:17][CH:16]=[CH:15][CH:14]=1>COCCOC>[C:13]1([NH:12][C:10](=[O:11])[C:1]2[C:2](=[CH:3][CH:4]=[CH:5][CH:6]=2)[C:7]([OH:9])=[O:8])[CH:18]=[CH:17][CH:16]=[CH:15][CH:14]=1. Procedure: Cis-4-cyclohexene-1,2-dicarboxylic anhydride (7.6 g., 0.05 mole) was dissolved in 150 ml. 1,2-dimethoxyethane and 4.7 g. aniline (0.05 mole) was added. The reaction mixture was heated to reflux for one hour and allowed to stand overnight. The solvent was evaporated. The product then obtained was purified by pouring into 200 ml. of 10% hydrochloric acid solution. This was extracted with diethyl ether, dried over anhydrous magnesium sulfate, filtered and the solvent stripped off. There was obtaine... The reactants are N#CCBr, CC(C)(C)OC(=O)NC1CCNC1=O, C1CCOC1, CCCC[N+](CCCC)(CCCC)CCCC, [H-], [I-], [Na+]. Product: CC(C)(C)OC(=O)NC1CCN(CC#N)C1=O. Reaction SMILES: [Br:17][CH2:18][C:19]#[N:20].[C:1]([CH3:2])([CH3:3])([CH3:4])[O:5][C:6]([NH:7][CH:8]1[C:9](=[O:13])[NH:10][CH2:11][CH2:12]1)=[O:14].[CH2:21]1[O:22][CH2:23][CH2:24][CH2:25]1.[CH2:27]([N+:28]([CH2:29][CH2:30][CH2:31][CH3:32])([CH2:33][CH2:34][CH2:35][CH3:36])[CH2:37][CH2:38][CH2:39][CH3:40])[CH2:41][CH2:42][CH3:43].[H-:15].[I-:26].[Na+:16]>>[C:1]([CH3:2])([CH3:3])([CH3:4])[O:5][C:6]([NH:7][CH:8]1[C:9](=[O:13])[N:10]([CH2:18][C:19]#[N:20])[CH2:11][CH2:12]1)=[O:14].